This data is from the Open Reaction Database (ORD), a public repository of structured organic reaction records. The task is: describe an organic reaction: reactants, conditions, products, and yield The reactants are C(CC)C1=NC=CC=C1N(CC1=CC=C(C=C1)C1=C(C=CC=C1)C1=NN=NN1)CC(=O)OCC (2-propyl-3-{N-ethoxycarbonylmethyl-N-[(2'-[1H-tetrazol-5-yl]biphenyl-4-yl)methyl]amino}pyridine), [OH-].[K+] (potassium hydroxide). Run in C(C)O.O (ethanol water). Product: C(CC)C1=NC=CC=C1N(CC1=CC=C(C=C1)C1=C(C=CC=C1)C1=NN=NN1)CC(=O)O (2-Propyl-3-{N-carboxymethyl-N-[(2'-[1H-tetrazol-5-yl]biphenyl-4-yl)methyl]amino}pyridine). As a reaction SMILES: [CH2:1]([C:4]1[C:9]([N:10]([CH2:29][C:30]([O:32]CC)=[O:31])[CH2:11][C:12]2[CH:17]=[CH:16][C:15]([C:18]3[CH:23]=[CH:22][CH:21]=[CH:20][C:19]=3[C:24]3[NH:28][N:27]=[N:26][N:25]=3)=[CH:14][CH:13]=2)=[CH:8][CH:7]=[CH:6][N:5]=1)[CH2:2][CH3:3].[OH-].[K+]>C(O)C.O>[CH2:1]([C:4]1[C:9]([N:10]([CH2:29][C:30]([OH:32])=[O:31])[CH2:11][C:12]2[CH:13]=[CH:14][C:15]([C:18]3[CH:23]=[CH:22][CH:21]=[CH:20][C:19]=3[C:24]3[NH:28][N:27]=[N:26][N:25]=3)=[CH:16][CH:17]=2)=[CH:8][CH:7]=[CH:6][N:5]=1)[CH2:2][CH3:3] |f:1.2,3.4|. Reported procedure: The compound resulting from Example 153E is dissolved in 1 part methylene chloride and 1.5 parts formic acid and stirred at ambient temperature to give 2-propyl-3-{N-ethoxycarbonylmethyl-N-[(2'-[1H-tetrazol-5-yl]biphenyl-4-yl)methyl]amino}pyridine. This ester is hydrolyzed with potassium hydroxide in ethanol/water to give the title compound. The reactants are [Br-], C1CCOC1, C[Mg+], COc1ccc(-c2ccc(C(F)(F)F)cc2)cc1C(=O)NC(Cc1ccc(-c2ccc(F)c(Cl)c2)cc1)C(=O)N(C)OC. Product: COc1ccc(-c2ccc(C(F)(F)F)cc2)cc1C(=O)NC(Cc1ccc(-c2ccc(F)c(Cl)c2)cc1)C(C)=O. Reaction SMILES: [Br-:44].[CH2:47]1[O:48][CH2:49][CH2:50][CH2:51]1.[CH3:45][Mg+:46].[Cl:1][c:2]1[cH:3][c:4](-[c:9]2[cH:10][cH:11][c:12]([CH2:15][CH:16]([C:17]([N:18]([O:19][CH3:20])[CH3:21])=[O:22])[NH:23][C:24](=[O:25])[c:26]3[cH:27][c:28](-[c:34]4[cH:35][cH:36][c:37]([C:40]([F:41])([F:42])[F:43])[cH:38][cH:39]4)[cH:29][cH:30][c:31]3[O:32][CH3:33])[cH:13][cH:14]2)[cH:5][cH:6][c:7]1[F:8]>>[Cl:1][c:2]1[cH:3][c:4](-[c:9]2[cH:10][cH:11][c:12]([CH2:15][CH:16]([C:17](=[O:22])[CH3:45])[NH:23][C:24](=[O:25])[c:26]3[cH:27][c:28](-[c:34]4[cH:35][cH:36][c:37]([C:40]([F:41])([F:42])[F:43])[cH:38][cH:39]4)[cH:29][cH:30][c:31]3[O:32][CH3:33])[cH:13][cH:14]2)[cH:5][cH:6][c:7]1[F:8]. Reactants: C(CC(O)(C(=O)[O-])CC(=O)[O-])(=O)[O-].[Na+].[Na+].[Na+] (trisodium citrate), [Cl-].[Al+3].[Cl-].[Cl-] (Aluminium chloride), C1(=CC=CC=C1)OC (anisole), NC=1SC=C(N1)/C(/C(=O)N[C@H]1[C@@H]2N(C(=C(CS2)[C@H]2OCCC2)C(=O)OCC2=CC=C(C=C2)OC)C1=O)=N/OC (4-methoxybenzyl (6R,7R)-7-[2-(2-aminothiazol-4-yl)-2-(Z)-methoxyiminoacetamido]-3-[(S)-tetrahydrofuran-2-yl]ceph-3-em-4-carboxylate). Run in ClCCl (dichloromethane), ClCCl (dichloromethane). Reaction conditions: time 15 minute. Product: NC=1SC=C(N1)/C(/C(=O)N[C@H]1[C@@H]2N(C(=C(CS2)[C@H]2OCCC2)C(=O)[O-])C1=O)=N/OC.[Na+] (Sodium (6R,7R)-7-[2-(2-aminothiazol-4-yl)-2-(Z)-methoxyiminoacetamido]-3-[(S)-tetrahydrofuran-2-yl]ceph-3-em-4-carboxylate). Isolated yield 65.0%. As a reaction SMILES: [Cl-].[Al+3].[Cl-].[Cl-].C1(OC)C=CC=CC=1.[NH2:13][C:14]1[S:15][CH:16]=[C:17](/[C:19](=[N:49]/[O:50][CH3:51])/[C:20]([NH:22][C@@H:23]2[C:47](=[O:48])[N:25]3[C:26]([C:35]([O:37]CC4C=CC(OC)=CC=4)=[O:36])=[C:27]([C@@H:30]4[CH2:34][CH2:33][CH2:32][O:31]4)[CH2:28][S:29][C@H:24]23)=[O:21])[N:18]=1.C([O-])(=O)CC(CC([O-])=O)(C([O-])=O)O.[Na+:65].[Na+].[Na+]>ClCCl>[NH2:13][C:14]1[S:15][CH:16]=[C:17](/[C:19](=[N:49]/[O:50][CH3:51])/[C:20]([NH:22][C@@H:23]2[C:47](=[O:48])[N:25]3[C:26]([C:35]([O-:37])=[O:36])=[C:27]([C@@H:30]4[CH2:34][CH2:33][CH2:32][O:31]4)[CH2:28][S:29][C@H:24]23)=[O:21])[N:18]=1.[Na+:65] |f:0.1.2.3,6.7.8.9,11.12|. Procedure details: Aluminium chloride (162mg, 1.21mmol) was added to anisole (7ml) and dry dichloromethane (3.5ml) at -20° C. and stirred for 15 min. The temperature of the cooling bath was then lowered to -40° C. before addition of a solution of 4-methoxybenzyl (6R,7R)-7-[2-(2-aminothiazol-4-yl)-2-(Z)-methoxyiminoacetamido]-3-[(S)-tetrahydrofuran-2-yl]ceph-3-em-4-carboxylate (235mg, 0.41mmol) in dichloromethane (5ml). After 10 min., the solution was treated with trisodium citrate (0.5M, 12ml) and then vigorously ...